From a dataset of the Open Reaction Database (ORD), a public repository of structured organic reaction records. describe an organic reaction: reactants, conditions, products, and yield Conditions: temperature 70 celsius. The product is OCC1CC(C(O1)=O)(C1=CC=CC=C1)C1=CC=CC=C1 (5-(HYDROXYMETHYL)-4,5-DIHYDRO-3,3-DIPHENYL-2(3H)-FURANONE). The solvent is C(=O)O (formic acid). RXN SMILES: [C:1]1([C:7]([C:14]2[CH:19]=[CH:18][CH:17]=[CH:16][CH:15]=2)([CH2:11][CH:12]=[CH2:13])[C:8]([OH:10])=[O:9])[CH:6]=[CH:5][CH:4]=[CH:3][CH:2]=1.[OH:20]O>C(O)=O>[OH:20][CH2:13][CH:12]1[O:9][C:8](=[O:10])[C:7]([C:14]2[CH:19]=[CH:18][CH:17]=[CH:16][CH:15]=2)([C:1]2[CH:2]=[CH:3][CH:4]=[CH:5][CH:6]=2)[CH2:11]1. Reactants: C1(=CC=CC=C1)C(C(=O)O)(CC=C)C1=CC=CC=C1 (2,2-Diphenyl-4-pentenoic acid), OO (hydrogen peroxide). Procedure details: 2,2-Diphenyl-4-pentenoic acid (5.0 g, 20 mmol.), 20 mL of formic acid and 2.4 mL (22 mmol.) of 30% hydrogen peroxide were stirred at 70° C. for 25 hours at ambient temperature. The solvents were evaporated at reduced pressure, the residue taken up in 20 mL of methanol and a solution of 750 mg solid NaOH in 10 mL of water was added. The mixture was warmed at 70° C. to solution, about 1 hour before cooling and acidifying with 6N hydrochloric acid. The product was extracted with ether, the organics...